From a dataset of the Open Reaction Database (ORD), a public repository of structured organic reaction records. describe an organic reaction: reactants, conditions, products, and yield RXN SMILES: [CH3:1][N:2]1[CH2:7][CH2:6][NH:5][CH2:4][CH2:3]1.[NH2:8][C:9]1[N:14]=[C:13]([C:15]2[O:16][CH:17]=[CH:18][CH:19]=2)[C:12]([C:20]#[N:21])=[C:11](S(C)(=O)=O)[N:10]=1>COCCOC>[NH2:8][C:9]1[N:14]=[C:13]([C:15]2[O:16][CH:17]=[CH:18][CH:19]=2)[C:12]([C:20]#[N:21])=[C:11]([N:5]2[CH2:6][CH2:7][N:2]([CH3:1])[CH2:3][CH2:4]2)[N:10]=1 |f:0.1|. The reactants are CN1CCNCC1.NC1=NC(=C(C(=N1)C=1OC=CC1)C#N)S(=O)(=O)C (2-amino-4-furan-2-yl-6-methanesulfonyl-pyrimidine-5-carbonitrile N-methylpiperazine), ( 35 ). Procedure details: From 2-amino-4-furan-2-yl-6-methanesulfonyl-pyrimidine-5-carbonitrile N-methylpiperazine in DME. ES-MS m/e (%): 2859 (M+H+, 100), 228 (35). The product is NC1=NC(=C(C(=N1)C=1OC=CC1)C#N)N1CCN(CC1)C (2-Amino-4-furan-2-yl-6-(4-methyl-piperazin-1-yl)-pyrimidine-5-carbonitrile). The solvent is COCCOC (DME). The reactants are O=C1NC(c2ncc(-c3cccc(Br)n3)s2)CO1, CN(C)C=O, CI, [H-], [Na+], C1CCOC1. Yields the product CN1C(=O)OCC1c1ncc(-c2cccc(Br)n2)s1. As a reaction SMILES: [Br:1][c:2]1[cH:3][cH:4][cH:5][c:6](-[c:8]2[cH:9][n:10][c:11]([CH:13]3[NH:14][C:15](=[O:18])[O:16][CH2:17]3)[s:12]2)[n:7]1.[CH3:21][N:22]([CH3:23])[CH:24]=[O:25].[CH3:26][I:27].[H-:19].[Na+:20].[O:28]1[CH2:29][CH2:30][CH2:31][CH2:32]1>>[Br:1][c:2]1[cH:3][cH:4][cH:5][c:6](-[c:8]2[cH:9][n:10][c:11]([CH:13]3[N:14]([CH3:21])[C:15](=[O:18])[O:16][CH2:17]3)[s:12]2)[n:7]1. Starting materials: N[C@@H](C)C=1C=C(N)C=CC1 (3-[(1S)-1-aminoethyl]aniline), ClC1=NC(=CN=C1)Cl (2,6-dichloropyrazine), C([O-])([O-])=O.[K+].[K+] (potassium carbonate). The solvent is O1CCOCC1 (dioxane). Product: NC=1C=C(C=CC1)[C@H](C)NC1=NC(=CN=C1)Cl (N-[(1S)-1-(3-aminophenyl)ethyl]-6-chloropyrazin-2-amine). The yield is 84.8%. RXN SMILES: [NH2:1][C@H:2]([C:4]1[CH:5]=[C:6]([CH:8]=[CH:9][CH:10]=1)[NH2:7])[CH3:3].[Cl:11][C:12]1[CH:17]=[N:16][CH:15]=[C:14](Cl)[N:13]=1.C(=O)([O-])[O-].[K+].[K+]>O1CCOCC1>[NH2:7][C:6]1[CH:5]=[C:4]([C@@H:2]([NH:1][C:14]2[CH:15]=[N:16][CH:17]=[C:12]([Cl:11])[N:13]=2)[CH3:3])[CH:10]=[CH:9][CH:8]=1 |f:2.3.4|. Procedure: A mixture of 3-[(1S)-1-aminoethyl]aniline (7.5 g, 55 mmol), 2,6-dichloropyrazine (12.3 g, 82.5 mmol) and potassium carbonate (15.2 g, 110 mmol) in dioxane (140 mL) was heated at reflux for 3 days. After this time the mixture was cooled to room temperature, filtered and concentrated under reduced pressure to give an orange oil which was purified by flash chromatography (silica, ethyl acetate/hexanes) to give N-[(1S)-1-(3-aminophenyl)ethyl]-6-chloropyrazin-2-amine (11.6 g, 85%) as a beige solid. Reactants: N1C=CC2=CC(=CC=C12)OC1=CC(=NC=C1)N (4-(1H-5-Indolyloxy)-2-pyridinamine), [H-].[Na+] (sodium hydride), CC(CCNC(OC1=CC=CC=C1)=O)C (phenyl N-(3-methylbutyl)carbamate). The solvent is CN(C=O)C (N,N-dimethylformamide). Product: CC(CCNC(=O)N1C=CC2=CC(=CC=C12)OC1=CC(=NC=C1)N)C (N1-(3-Methylbutyl)-5-((2-amino-4-pyridyl)oxy)-1H-1-indolecarboxamide). Isolated yield 48.3%. RXN SMILES: [NH:1]1[C:9]2[C:4](=[CH:5][C:6]([O:10][C:11]3[CH:16]=[CH:15][N:14]=[C:13]([NH2:17])[CH:12]=3)=[CH:7][CH:8]=2)[CH:3]=[CH:2]1.[H-].[Na+].[CH3:20][CH:21]([CH3:34])[CH2:22][CH2:23][NH:24][C:25](=O)[O:26]C1C=CC=CC=1>CN(C)C=O>[CH3:20][CH:21]([CH3:34])[CH2:22][CH2:23][NH:24][C:25]([N:1]1[C:9]2[C:4](=[CH:5][C:6]([O:10][C:11]3[CH:16]=[CH:15][N:14]=[C:13]([NH2:17])[CH:12]=3)=[CH:7][CH:8]=2)[CH:3]=[CH:2]1)=[O:26] |f:1.2|. Procedure details: 4-(1H-5-Indolyloxy)-2-pyridinamine (2.0 g, 8.9 mmol, CAS No. 417722-11-3) which was described in WO 02/32872 was dissolved in N,N-dimethylformamide (20 ml); and sodium hydride (426 mg, 10.7 mmol) was added thereto at room temperature while stirring. The reaction mixture was cooled with ice bath after 30 minutes; phenyl N-(3-methylbutyl)carbamate (2.02 g, 9.75 mmol) was added thereto; and the reaction mixture was stirred for 3 hours at room temperature. The reaction mixture was partitioned betwee... Starting materials: Cl (HCl), O1CCOCC1 (1,4-dioxane), OC(=O)C(F)(F)F.C1(=CC=CC=C1)NC=1OC=C(N1)C(=O)N1C(CN(CC1)C(=O)OC(C)(C)C)COC=1C=NC=CC1 (tert-butyl 4-(2-(phenylamino)oxazole-4-carbonyl)-3-((pyridin-3-yloxy)methyl)piperazine-1-carboxylate TFA salt). Run in CO (MeOH). Reaction conditions: time 8 hour. Yields the product Cl.Cl.C1(=CC=CC=C1)NC=1OC=C(N1)C(=O)N1C(CNCC1)COC=1C=NC=CC1 ((2-(phenylamino)oxazol-4-yl)(2-((pyridin-3-yloxy)methyl)piperazin-1-yl)methanone dihydrochloride). Isolated yield 83.0%. Reaction SMILES: [ClH:1].O1CCOCC1.OC(C(F)(F)F)=O.[C:15]1([NH:21][C:22]2[O:23][CH:24]=[C:25]([C:27]([N:29]3[CH2:34][CH2:33][N:32](C(OC(C)(C)C)=O)[CH2:31][CH:30]3[CH2:42][O:43][C:44]3[CH:45]=[N:46][CH:47]=[CH:48][CH:49]=3)=[O:28])[N:26]=2)[CH:20]=[CH:19][CH:18]=[CH:17][CH:16]=1>CO>[ClH:1].[ClH:1].[C:15]1([NH:21][C:22]2[O:23][CH:24]=[C:25]([C:27]([N:29]3[CH2:34][CH2:33][NH:32][CH2:31][CH:30]3[CH2:42][O:43][C:44]3[CH:45]=[N:46][CH:47]=[CH:48][CH:49]=3)=[O:28])[N:26]=2)[CH:16]=[CH:17][CH:18]=[CH:19][CH:20]=1 |f:2.3,5.6.7|. Procedure details: 4 M HCl in 1,4-dioxane (6 mL, 24 mmol) was added to a solution of tert-butyl 4-(2-(phenylamino)oxazole-4-carbonyl)-3-((pyridin-3-yloxy)methyl)piperazine-1-carboxylate TFA salt (64.8 mg, 0.109 mmol) in MeOH (1 mL). After stirring overnight, the reaction mixture was concentrated under reduced pressure and purified by HPLC (5 to 50% MeCN/0.1% TFA in H2O/0.1% TFA gradient). The fractions containing the desired product were concentrated under reduced pressure, dissolved in MeOH (1 mL), and treated wi... Starting materials: ClC1=C(C=C(C=C1)C(CCC(=O)OC)=O)S(NC)(=O)=O (methyl 4-(4-chloro-3-methylsulfamoylphenyl)-4-oxobutanoate), CN (methylamine). The solvent is CO (methanol). Yields the product ClC1=C(C=C(C=C1)C1(CCC(N1C)=O)O)S(NC)(=O)=O (5-(4-Chloro-3-methylsulfamoylphenyl)-5-hydroxy-1-methyl-2-oxopyrrolidine). RXN SMILES: [Cl:1][C:2]1[CH:7]=[CH:6][C:5]([C:8](=[O:15])[CH2:9][CH2:10][C:11](OC)=[O:12])=[CH:4][C:3]=1[S:16](=[O:20])(=[O:19])[NH:17][CH3:18].[CH3:21][NH2:22]>CO>[Cl:1][C:2]1[CH:7]=[CH:6][C:5]([C:8]2([OH:15])[N:22]([CH3:21])[C:11](=[O:12])[CH2:10][CH2:9]2)=[CH:4][C:3]=1[S:16](=[O:20])(=[O:19])[NH:17][CH3:18]. Procedure details: 7.9 of methyl 4-(4-chloro-3-methylsulfamoylphenyl)-4-oxobutanoate are reacted with 6.9 g of methylamine in 100 ml of methanol and the mixture is worked up analogously to the instructions indicated in Example 2(b). 5-(4-Chloro-3-methylsulfamoylphenyl)-5-hydroxy-1-methyl-2-oxopyrrolidine of melting point 147°-150° C. is obtained. Starting materials: C1(=CC=CC=C1)C=1OC(=C(N1)C(=O)NC1=CC=C(C=C1)C1=CC=C(C=C1)C(=O)[C@H]1[C@@H](CCC1)C(=O)O)C(F)(F)F (racemic trans-2-{4′-[(2-phenyl-5-trifluoromethyl-oxazole-4-carbonyl)-amino]-biphenyl-4-carbonyl}-cyclopentanecarboxylic acid), C1(=CC=CC=C1)C=1OC(=C(N1)C(=O)NC1=CC=C(C=C1)C1=CC=C(C=C1)C(=O)C1C(CCCC1)C(=O)O)C(F)(F)F (racemic 2-{4′-[(2-phenyl-5-trifluoromethyl-oxazole-4-carbonyl)-amino]-biphenyl-4-carbonyl}-cyclohexanecarboxylic acid), C1(=CC=CC=C1)C=1OC(=C(N1)C(=O)O)C(F)(F)F (2-phenyl-5-trifluoromethyl-oxazole-4-carboxylic acid), NC1=CC=C(C=C1)C1=CC=C(C=C1)C(=O)[C@H]1[C@@H](CCCC1)C(=O)O (racemic trans-2-(4′-amino-biphenyl-4-carbonyl)-cyclohexanecarboxylic acid). Product: C1(=CC=CC=C1)C=1OC(=C(N1)C(=O)NC1=CC=C(C=C1)C1=CC=C(C=C1)C(=O)[C@H]1[C@@H](CCCC1)C(=O)O)C(F)(F)F ((1R,2R)-2-{4′-[(2-phenyl-5-trifluoromethyl-oxazole-4-carbonyl)-amino]-biphenyl-4-carbonyl}-cyclohexanecarboxylic acid). As a reaction SMILES: C1(C2OC(C(F)(F)F)=C(C(NC3C=CC(C4C=CC(C([C@@H]5CCC[C@H]5C(O)=O)=O)=CC=4)=CC=3)=O)N=2)C=CC=CC=1.[C:41]1([C:47]2[O:48][C:49]([C:78]([F:81])([F:80])[F:79])=[C:50]([C:52]([NH:54][C:55]3[CH:60]=[CH:59][C:58]([C:61]4[CH:66]=[CH:65][C:64]([C:67]([CH:69]5[CH2:74][CH2:73][CH2:72][CH2:71][CH:70]5[C:75]([OH:77])=[O:76])=[O:68])=[CH:63][CH:62]=4)=[CH:57][CH:56]=3)=[O:53])[N:51]=2)[CH:46]=[CH:45][CH:44]=[CH:43][CH:42]=1.C1(C2OC(C(F)(F)F)=C(C(O)=O)N=2)C=CC=CC=1.NC1C=CC(C2C=CC(C([C@@H]3CCCC[C@H]3C(O)=O)=O)=CC=2)=CC=1>>[C:41]1([C:47]2[O:48][C:49]([C:78]([F:80])([F:81])[F:79])=[C:50]([C:52]([NH:54][C:55]3[CH:56]=[CH:57][C:58]([C:61]4[CH:66]=[CH:65][C:64]([C:67]([C@@H:69]5[CH2:74][CH2:73][CH2:72][CH2:71][C@H:70]5[C:75]([OH:77])=[O:76])=[O:68])=[CH:63][CH:62]=4)=[CH:59][CH:60]=3)=[O:53])[N:51]=2)[CH:46]=[CH:45][CH:44]=[CH:43][CH:42]=1. Reported procedure: With a method similar to that used for the preparation of racemic trans-2-{4′-[(2-phenyl-5-trifluoromethyl-oxazole-4-carbonyl)-amino]-biphenyl-4-carbonyl}-cyclopentanecarboxylic acid above, racemic 2-{4′-[(2-phenyl-5-trifluoromethyl-oxazole-4-carbonyl)-amino]-biphenyl-4-carbonyl}-cyclohexanecarboxylic acid was prepared from 2-phenyl-5-trifluoromethyl-oxazole-4-carboxylic acid and racemic trans-2-(4′-amino-biphenyl-4-carbonyl)-cyclohexanecarboxylic acid. The racemic product obtained was separated... Starting materials: O=C1NC(=O)c2c1c(-c1ccccc1)cc1c2c2cc(O)ccc2n1CCCBr, CN, CS(C)=O. The product is CNCCCn1c2ccc(O)cc2c2c3c(c(-c4ccccc4)cc21)C(=O)NC3=O. RXN SMILES: [Br:1][CH2:2][CH2:3][CH2:4][n:5]1[c:6]2[cH:7][cH:8][c:9]([OH:29])[cH:10][c:11]2[c:12]2[c:13]3[c:14]([c:15](-[c:18]4[cH:19][cH:20][cH:21][cH:22][cH:23]4)[cH:16][c:17]12)[C:24](=[O:28])[NH:25][C:26]3=[O:27].[CH3:30][NH2:31].[CH3:32][S:33]([CH3:34])=[O:35]>>[CH2:2]([CH2:3][CH2:4][n:5]1[c:6]2[cH:7][cH:8][c:9]([OH:29])[cH:10][c:11]2[c:12]2[c:13]3[c:14]([c:15](-[c:18]4[cH:19][cH:20][cH:21][cH:22][cH:23]4)[cH:16][c:17]12)[C:24](=[O:28])[NH:25][C:26]3=[O:27])[NH:31][CH3:30].